Task: describe an organic reaction: reactants, conditions, products, and yield. Dataset: the Open Reaction Database (ORD), a public repository of structured organic reaction records Reactants: Cc1ccc(S(=O)(=O)OCC2CN(C(=O)OC(C)(C)C)CCC2O)cc1, ClCCl, [N-]=[N+]=[N-], [Na+], CN(C)C=O. Yields the product CC(C)(C)OC(=O)N1CCC(O)C(CN=[N+]=[N-])C1. RXN SMILES: [C:1]([CH3:2])([CH3:3])([CH3:4])[O:5][C:6](=[O:7])[N:8]1[CH2:9][CH:10]([CH2:15][O:16][S:17]([c:18]2[cH:19][cH:20][c:21]([CH3:22])[cH:23][cH:24]2)(=[O:25])=[O:26])[CH:11]([OH:14])[CH2:12][CH2:13]1.[Cl:36][CH2:37][Cl:38].[N-:28]=[N+:29]=[N-:30].[Na+:27].[O:31]=[CH:32][N:33]([CH3:34])[CH3:35]>>[C:1]([CH3:2])([CH3:3])([CH3:4])[O:5][C:6](=[O:7])[N:8]1[CH2:9][CH:10]([CH2:15][N:28]=[N+:29]=[N-:30])[CH:11]([OH:14])[CH2:12][CH2:13]1.